This data is from the Open Reaction Database (ORD), a public repository of structured organic reaction records. The task is: describe an organic reaction: reactants, conditions, products, and yield The reactants are C(=O)(O)CC1=CC=C(CCCNC2=C(C=C(C(=C2)OC)OC)[C@H]2CC=3C=CC(=CC3CC2)OC(C(C)(C)C)=O)C=C1 (pivalic acid (R)-6-{2-[(4-carboxymethylbenzyl)ethylamino]-4,5-dimethoxyphenyl}-5,6,7,8-tetrahydronaphthalen-2-yl ester), N1CCCC1 (pyrrolidine). The product is C(C)N(C1=C(C=C(C(=C1)OC)OC)[C@H]1CC=2C=CC(=CC2CC1)O)CC1=CC=C(C=C1)CCN1CCCC1 ((R)-6-{2-{Ethyl[4-(2-pyrrolidin-1-ylethyl)benzyl]amino}-4,5-dimethoxyphenyl}-5,6,7,8-tetrahydronaphthalen-2-ol). Yield: 43.5%. As a reaction SMILES: C(CC1C=CC(C[CH2:10][CH2:11][NH:12][C:13]2[CH:18]=[C:17]([O:19][CH3:20])[C:16]([O:21][CH3:22])=[CH:15][C:14]=2[C@@H:23]2[CH2:32][CH2:31][C:30]3[CH:29]=[C:28]([O:33]C(=O)C(C)(C)C)[CH:27]=[CH:26][C:25]=3[CH2:24]2)=CC=1)(O)=O.[NH:42]1[CH2:46][CH2:45][CH2:44][CH2:43]1>>[CH2:11]([N:12]([CH2:29][C:30]1[CH:31]=[CH:32][C:23]([CH2:14][CH2:13][N:42]2[CH2:46][CH2:45][CH2:44][CH2:43]2)=[CH:24][CH:25]=1)[C:13]1[CH:18]=[C:17]([O:19][CH3:20])[C:16]([O:21][CH3:22])=[CH:15][C:14]=1[C@@H:23]1[CH2:32][CH2:31][C:30]2[CH:29]=[C:28]([OH:33])[CH:27]=[CH:26][C:25]=2[CH2:24]1)[CH3:10]. Procedure details: Synthesized from pivalic acid (R)-6-{2-[(4-carboxymethylbenzyl)ethylamino]-4,5-dimethoxyphenyl}-5,6,7,8-tetrahydronaphthalen-2-yl ester (19 mg) and pyrrolidine (12 mg) according to an analogous synthetic method to Example 715 and purified by LC-MS, the title compound (3.8 mg) was obtained. Reactants: CCOC(=O)c1c[nH]c(-c2n[nH]c3ncccc23)c1, Cl, [Na+], [OH-]. Product: O=C(O)c1c[nH]c(-c2n[nH]c3ncccc23)c1. Reaction SMILES: [CH2:1]([CH3:2])[O:3][C:4](=[O:5])[c:6]1[cH:7][nH:8][c:9](-[c:11]2[n:12][nH:13][c:14]3[n:15][cH:16][cH:17][cH:18][c:19]23)[cH:10]1.[ClH:20].[Na+:22].[OH-:21]>>[O:3]=[C:4]([OH:5])[c:6]1[cH:7][nH:8][c:9](-[c:11]2[n:12][nH:13][c:14]3[n:15][cH:16][cH:17][cH:18][c:19]23)[cH:10]1. Yields the product O=C(O)CCC(=NO)c1ccc(-c2ccc(C(F)(F)F)cc2)cc1. The reactants are CCO, Cl, NO, [Na+], [Na+], O=C([O-])[O-], O=C(O)CCC(=O)c1ccc(-c2ccc(C(F)(F)F)cc2)cc1. RXN SMILES: [CH3:33][CH2:34][OH:35].[ClH:24].[NH2:25][OH:26].[Na+:27].[Na+:28].[O-:29][C:30](=[O:31])[O-:32].[O:1]=[C:2]([CH2:3][CH2:4][C:5](=[O:6])[OH:7])[c:8]1[cH:9][cH:10][c:11](-[c:14]2[cH:15][cH:16][c:17]([C:20]([F:21])([F:22])[F:23])[cH:18][cH:19]2)[cH:12][cH:13]1>>[C:2]([CH2:3][CH2:4][C:5](=[O:6])[OH:7])([c:8]1[cH:9][cH:10][c:11](-[c:14]2[cH:15][cH:16][c:17]([C:20]([F:21])([F:22])[F:23])[cH:18][cH:19]2)[cH:12][cH:13]1)=[N:25][OH:26]. Reactants: C1CCOC1, CCN=C=NCCCN(C)C, COCCOc1cc2ncnc(Nc3ccc(OCc4ccccn4)c(Cl)c3)c2cc1NC(=O)C1CCCN1, Cl, C=CC(=O)O, c1ccncc1. Product: C=CC(=O)N1CCCC1C(=O)Nc1cc2c(Nc3ccc(OCc4ccccn4)c(Cl)c3)ncnc2cc1OCCOC. As a reaction SMILES: [CH2:63]1[O:64][CH2:65][CH2:66][CH2:67]1.[CH3:52][N:53]([CH3:54])[CH2:55][CH2:56][CH2:57][N:58]=[C:59]=[N:60][CH2:61][CH3:62].[Cl:1][c:2]1[cH:3][c:4]([NH:16][c:17]2[n:18][cH:19][n:20][c:21]3[cH:22][c:23]([O:35][CH2:36][CH2:37][O:38][CH3:39])[c:24]([NH:27][C:28](=[O:29])[CH:30]4[NH:31][CH2:32][CH2:33][CH2:34]4)[cH:25][c:26]23)[cH:5][cH:6][c:7]1[O:8][CH2:9][c:10]1[n:11][cH:12][cH:13][cH:14][cH:15]1.[ClH:51].[OH:40][C:41](=[O:42])[CH:43]=[CH2:44].[cH:45]1[cH:46][cH:47][n:48][cH:49][cH:50]1>>[Cl:1][c:2]1[cH:3][c:4]([NH:16][c:17]2[n:18][cH:19][n:20][c:21]3[cH:22][c:23]([O:35][CH2:36][CH2:37][O:38][CH3:39])[c:24]([NH:27][C:28](=[O:29])[CH:30]4[N:31]([C:41](=[O:40])[CH:43]=[CH2:44])[CH2:32][CH2:33][CH2:34]4)[cH:25][c:26]23)[cH:5][cH:6][c:7]1[O:8][CH2:9][c:10]1[n:11][cH:12][cH:13][cH:14][cH:15]1. The reactants are FC(COS(=O)(=O)C(F)(F)F)(F)F (trifluoromethanesulfonic acid 2,2,2-trifluoro-ethyl ester), [H-].[Na+] (sodium hydride), [H-].[Na+] (sodium hydride), NC1=NC(=NC(=N1)N(C1=CC=CC=C1)C)C1=NOC(=N1)C=1C=CC(=NC1)CO ([5-(3-{4-amino-6-[methyl(phenyl)amino]-1,3,5-triazin-2-yl}-1,2,4-oxadiazol-5-yl)pyridin-2-yl]methanol), FC(COS(=O)(=O)C(F)(F)F)(F)F (trifluoromethanesulfonic acid 2,2,2-trifluoro-ethyl ester). Solvent: C1CCOC1 (THF). Run at time 24 hour. Product: CN(C1=NC(=NC(=N1)N)C1=NOC(=N1)C=1C=NC(=CC1)COCC(F)(F)F)C1=CC=CC=C1 (2-N-Methyl-2-N-phenyl-6-(5-{6-[(2,2,2-trifluoroethoxy)methyl]pyridin-3-yl}-1,2,4-oxadiazol-3-yl)-1,3,5-triazine-2,4-diamine), solid. Isolated yield 15.0%. As a reaction SMILES: [NH2:1][C:2]1[N:7]=[C:6]([N:8]([CH3:15])[C:9]2[CH:14]=[CH:13][CH:12]=[CH:11][CH:10]=2)[N:5]=[C:4]([C:16]2[N:20]=[C:19]([C:21]3[CH:22]=[CH:23][C:24]([CH2:27][OH:28])=[N:25][CH:26]=3)[O:18][N:17]=2)[N:3]=1.[F:29][C:30]([F:41])([F:40])[CH2:31]OS(C(F)(F)F)(=O)=O.[H-].[Na+]>C1COCC1>[CH3:15][N:8]([C:9]1[CH:10]=[CH:11][CH:12]=[CH:13][CH:14]=1)[C:6]1[N:7]=[C:2]([NH2:1])[N:3]=[C:4]([C:16]2[N:20]=[C:19]([C:21]3[CH:26]=[N:25][C:24]([CH2:27][O:28][CH2:31][C:30]([F:41])([F:40])[F:29])=[CH:23][CH:22]=3)[O:18][N:17]=2)[N:5]=1 |f:2.3|. Procedure details: To a solution of [5-(3-{4-amino-6-[methyl(phenyl)amino]-1,3,5-triazin-2-yl}-1,2,4-oxadiazol-5-yl)pyridin-2-yl]methanol (Example 295, 30 mg, 79 μmol) in anhydrous THF (10 mL) was added trifluoromethanesulfonic acid 2,2,2-trifluoro-ethyl ester (56 mg, 239 μmol). The solution was cooled to 0 C and sodium hydride (60% dispersion in mineral oil, 7 mg, 159 μmol) was added under an inert atmosphere and the mixture was stirred at room temperature for 24 h. The reaction mixture was then re-treated with t...